From a dataset of the Open Reaction Database (ORD), a public repository of structured organic reaction records. describe an organic reaction: reactants, conditions, products, and yield Starting materials: [Br-].FC1=CC=C(C=C1)C(C[N+]1=CC=CC2=CC=C(C=C12)C)=O (1-[2-(4-Fluoro-phenyl)-2-oxo-ethyl]-7-methyl-quinolinium bromide), BrCC(=O)C1=CC=C(C=C1)F (2-bromo-(4-fluoro-phenyl) ethanone), CC1=CC=C2C=CC=NC2=C1 (7-methyl-quinoline). Product: C(#N)C=1C=C(N2C1C=CC1=CC=C(C=C21)C)C(C2=CC=C(C=C2)F)=O (3-Cyano-1-(4-fluoro-benzoyl)-8-methyl-pyrrolo[1,2-a]quinoline). Reaction SMILES: [Br-].[F:2][C:3]1[CH:8]=[CH:7][C:6]([C:9](=[O:22])[CH2:10][N+:11]2[C:20]3[C:15](=[CH:16][CH:17]=[C:18]([CH3:21])[CH:19]=3)[CH:14]=[CH:13][CH:12]=2)=[CH:5][CH:4]=1.BrCC(C1C=CC(F)=CC=1)=O.CC1C=C2C([CH:39]=[CH:40][CH:41]=[N:42]2)=CC=1>>[C:41]([C:40]1[CH:39]=[C:10]([C:9](=[O:22])[C:6]2[CH:5]=[CH:4][C:3]([F:2])=[CH:8][CH:7]=2)[N:11]2[C:20]3[C:15](=[CH:16][CH:17]=[C:18]([CH3:21])[CH:19]=3)[CH:14]=[CH:13][C:12]=12)#[N:42] |f:0.1|. Reported procedure: 1-[2-(4-Fluoro-phenyl)-2-oxo-ethyl]-7-methyl-quinolinium bromide: The title compound was prepared from 2-bromo-(4-fluoro-phenyl) ethanone (0.352 g, 2.46 mmol) and 7-methyl-quinoline (0.71 g, 3.27 mmol), by a method similar to that described for the preparation of Example 1a, and yielded 0.741 g (84%). 1H NMR (DMSO-d6): 9.42 (dd, J=16.2, 5.7 Hz, 2H), 8.44 (d, J=8.4 Hz, 1H), 8.35 (s, 1H), 8.24 (m, 3H), 7.92 (d, J=8.4 Hz, 1H), 7.56 (m, 2H), 6.95 (s, 2H), 2.60 (s, 3H). Reactants: [H][H] (hydrogen), C(O)([O-])=O.[Na+] (sodium hydrogen carbonate), COC1=CC(=CC=C1)N (m-anisidine), FC1=C(C=C(C=C1)C=1OC2=C(N1)C=CC=C2)[N+](=O)[O-] (2-(4-fluoro-3-nitrophenyl)benzoxazole). Reagents/catalysts: [C].[Pd] (palladium-carbon). Run in O (water), C(C)O (ethanol), O1CCCC1 (tetrahydrofuran). Run at time 4 hour. The product is COC=1C=C(C=CC1)NC1=C(N)C=C(C=C1)C=1OC2=C(N1)C=CC=C2 (2-(2-(3-methoxyphenyl)aminoanilin-5-yl)benzoxazole). The yield is 15.2%. As a reaction SMILES: F[C:2]1[CH:7]=[CH:6][C:5]([C:8]2[O:9][C:10]3[CH:16]=[CH:15][CH:14]=[CH:13][C:11]=3[N:12]=2)=[CH:4][C:3]=1[N+:17]([O-])=O.C(=O)([O-])O.[Na+].[CH3:25][O:26][C:27]1[CH:32]=[CH:31][CH:30]=[C:29]([NH2:33])[CH:28]=1.[H][H]>C(O)C.[C].[Pd].O1CCCC1.O>[CH3:25][O:26][C:27]1[CH:28]=[C:29]([NH:33][C:2]2[CH:7]=[CH:6][C:5]([C:8]3[O:9][C:10]4[CH:16]=[CH:15][CH:14]=[CH:13][C:11]=4[N:12]=3)=[CH:4][C:3]=2[NH2:17])[CH:30]=[CH:31][CH:32]=1 |f:1.2,6.7|. Procedure details: To a suspension of 2-(4-fluoro-3-nitrophenyl)benzoxazole (see Working Example 15-2) (300 mg, 1.16 mmol) in ethanol (5 mL) was added sodium hydrogen carbonate (195 mg, 2.32 mmol) and m-anisidine (357 mg, 2.90 mmol), and this was heated to reflux with stirring for 4 hours. After the reaction was complete, this was cooled to room temperature, water was added, and this was extracted with chloroform. After the organic layer obtained was dried over anhydrous sodium sulfate, it was filtered and concent...